This data is from the Open Reaction Database (ORD), a public repository of structured organic reaction records. The task is: describe an organic reaction: reactants, conditions, products, and yield Reactants: CI (Methyl-iodide), N1=CN=C2N=CNC2=C1N (Adenine), [F-].C(CCC)[N+](CCCC)(CCCC)CCCC (tetrabutyl-ammonium-fluoride). The solvent is O1CCCC1 (tetrahydrofuran), O1CCCC1 (tetrahydrofuran). Product: CN1C2=NC=NC(=C2N=C1)N (9-methyladenine). Reaction SMILES: [N:1]1[C:9]([NH2:10])=[C:8]2[C:4]([N:5]=[CH:6][NH:7]2)=[N:3][CH:2]=1.[F-].[CH2:12]([N+](CCCC)(CCCC)CCCC)CCC.CI>O1CCCC1>[CH3:12][N:5]1[CH:6]=[N:7][C:8]2[C:4]1=[N:3][CH:2]=[N:1][C:9]=2[NH2:10] |f:1.2|. Procedure details: Adenine (2.0 g, 14.8 mmol), tetrahydrofuran (100 mL) and tetrabutyl-ammonium-fluoride solution in 1.0 M tetrahydrofuran (37 mL, 37 mmol) were added in 300 mL mad apple-type flask with a magnetic stirrer. Methyl-iodide (2.72 mL) added drop wise to the solution in 10 minutes during stirring and allowed to stir for 2.5 hr. The reaction solution was evaporated under reduced pressure. The residues were dissolved in methanol and filtered. The filtrate was added ethanol-water mixture. The object was re...